From a dataset of the Open Reaction Database (ORD), a public repository of structured organic reaction records. describe an organic reaction: reactants, conditions, products, and yield Starting materials: O=C([O-])[O-], ClC(Cl)Cl, S=C(Cl)Cl, [K+], [K+], CCC1(C)Oc2ccc(N)cc2O1, O. Product: CCC1(C)Oc2ccc(N=C=S)cc2O1. Reaction SMILES: [C:18](=[O:19])([O-:20])[O-:21].[CH:25]([Cl:26])([Cl:27])[Cl:28].[Cl:14][C:15]([Cl:16])=[S:17].[K+:22].[K+:23].[NH2:1][c:2]1[cH:3][c:4]2[c:5]([cH:12][cH:13]1)[O:6][C:7]([CH3:9])([CH2:10][CH3:11])[O:8]2.[OH2:24]>>[N:1]([c:2]1[cH:3][c:4]2[c:5]([cH:12][cH:13]1)[O:6][C:7]([CH3:9])([CH2:10][CH3:11])[O:8]2)=[C:15]=[S:17].